Dataset: the Open Reaction Database (ORD), a public repository of structured organic reaction records. Task: describe an organic reaction: reactants, conditions, products, and yield The reactants are FC(C1=C(CN2N=CC3=CC(=CC=C23)\C=C/2\C(NC(S2)=O)=O)C=CC(=C1)C(F)(F)F)(F)F ((5Z)-5-({1-[2,4-bis-(trifluoromethyl)benzyl]-1H-indazol-5-yl}methylidene)-2,4-dioxo-1,3-thiazolidine), Cl.ClCCN(C)C (2-chloro-N,N-dimethylethylamine hydrochloride). Yields the product FC(C1=C(C=CC(=C1)C(F)(F)F)CN1N=CC2=CC(=CC=C12)\C=C/1\C(N(C(S1)=O)CCN(C)C)=O)(F)F ((5Z)-5-[(1-{[2,4-Bis(trifluoromethyl)phenyl]methyl}-1H-indazol-5-yl)methylidene]-3-[2-(dimethylamino)ethyl]-1,3-thiazolidine-2,4-dione). RXN SMILES: [F:1][C:2]([F:32])([F:31])[C:3]1[CH:26]=[C:25]([C:27]([F:30])([F:29])[F:28])[CH:24]=[CH:23][C:4]=1[CH2:5][N:6]1[C:14]2[C:9](=[CH:10][C:11](/[CH:15]=[C:16]3/[C:17](=[O:22])[NH:18][C:19](=[O:21])[S:20]/3)=[CH:12][CH:13]=2)[CH:8]=[N:7]1.Cl.Cl[CH2:35][CH2:36][N:37]([CH3:39])[CH3:38]>>[F:32][C:2]([F:31])([F:1])[C:3]1[CH:26]=[C:25]([C:27]([F:29])([F:28])[F:30])[CH:24]=[CH:23][C:4]=1[CH2:5][N:6]1[C:14]2[C:9](=[CH:10][C:11](/[CH:15]=[C:16]3/[C:17](=[O:22])[N:18]([CH2:35][CH2:36][N:37]([CH3:39])[CH3:38])[C:19](=[O:21])[S:20]/3)=[CH:12][CH:13]=2)[CH:8]=[N:7]1 |f:1.2|. Procedure: (5Z)-5-[(1-{[2,4-Bis(trifluoromethyl)phenyl]methyl}-1H-indazol-5-yl)methylidene]-3-[2-(dimethylamino)ethyl]-1,3-thiazolidine-2,4-dione was prepared from [(5Z)-5-({1-[2,4-bis-(trifluoromethyl)benzyl]-1H-indazol-5-yl}methylidene)-2,4-dioxo-1,3-thiazolidine (from Example 6) and 2-chloro-N,N-dimethylethylamine hydrochloride following General Procedure H. Starting materials: COC=1C(=CC=CC1)N (o-anisidine), O=C1N(C2=CC=CC=C2C12C1=C(OC2)C=C2OCCC2=C1)CC=1C=C(C(=O)O)C=CC1 (3-[(2′-oxo-5,6-dihydrospiro[benzo[1,2-b:5,4-b′]difuran-3,3′-indol]-1′(2′H)-yl)methyl]benzoic acid), C1(CCCCC1)CN (cyclohexanemethylamine), O=C1N(C2=CC=CC=C2C12C1=C(OC2)C=C2OCCC2=C1)CC1=C(C(=O)O)C=CC=C1 (2-[(2′-oxo-5,6-dihydrospiro[benzo[1,2-b:5,4-b′]difuran-3,3′-indol]-1′(2′H)-yl)methyl]benzoic acid). Yields the product COC1=C(C=CC=C1)NC(C1=C(C=CC=C1)CN1C(C2(C3=CC=CC=C13)C1=C(OC2)C=C2OCCC2=C1)=O)=O (N-(2-methoxyphenyl)-2-[(2′-oxo-5,6-dihydrospiro[benzo[1,2-b:5,4-b′]difuran-3,3′-indol]-1′(2′H)-yl)methyl]benzamide). Reaction SMILES: [CH3:1][O:2][C:3]1[C:4]([NH2:9])=[CH:5][CH:6]=[CH:7][CH:8]=1.C1(CN)CCCCC1.[O:18]=[C:19]1[C:27]2([CH2:31][O:30][C:29]3[CH:32]=[C:33]4[C:37](=[CH:38][C:28]2=3)[CH2:36][CH2:35][O:34]4)[C:26]2[C:21](=[CH:22][CH:23]=[CH:24][CH:25]=2)[N:20]1[CH2:39][C:40]1[CH:48]=[CH:47][CH:46]=[CH:45][C:41]=1[C:42](O)=[O:43].O=C1C2(COC3C=C4C(=CC2=3)CCO4)C2C(=CC=CC=2)N1CC1C=C(C=CC=1)C(O)=O>>[CH3:1][O:2][C:3]1[CH:8]=[CH:7][CH:6]=[CH:5][C:4]=1[NH:9][C:42](=[O:43])[C:41]1[CH:45]=[CH:46][CH:47]=[CH:48][C:40]=1[CH2:39][N:20]1[C:21]2[C:26](=[CH:25][CH:24]=[CH:23][CH:22]=2)[C:27]2([CH2:31][O:30][C:29]3[CH:32]=[C:33]4[C:37](=[CH:38][C:28]2=3)[CH2:36][CH2:35][O:34]4)[C:19]1=[O:18]. Procedure details: Following the procedure as described in EXAMPLE 12 and making non-critical variations using o-anisidine to replace cyclohexanemethylamine, and 2-[(2′-oxo-5,6-dihydrospiro[benzo[1,2-b:5,4-b′]difuran-3,3′-indol]-1′(2′H)-yl)methyl]benzoic acid to replace 3-[(2′-oxo-5,6-dihydrospiro[benzo[1,2-b:5,4-b′]difuran-3,3′-indol]-1′(2′H)-yl)methyl]benzoic acid, N-(2-methoxyphenyl)-2-[(2′-oxo-5,6-dihydrospiro[benzo[1,2-b:5,4-b′]difuran-3,3′-indol]-1′(2′H)-yl)methyl]benzamide was obtained (84%) as a colorless ... Starting materials: C(C)(=O)OC1=C(C(=O)N(C(C)C)C(C)C)C=CC(=C1)OCCCCCOC1=CC=C(C=C1)C#N (2-acetoxy-4-[5-(4-cyanophenoxy)pentyloxy]-N,N-bis(1-methylethyl)benzamide), [OH-].[Na+] (sodium hydroxide). Solvent: C(C)O (ethanol). Reaction conditions: time 2 hour. Yields the product C(#N)C1=CC=C(OCCCCCOC2=CC(=C(C(=O)N(C(C)C)C(C)C)C=C2)O)C=C1 (4-[5-(4-cyanophenoxy)pentyloxy]-2-hydroxy-N,N-bis(1-methylethyl)benzamide). As a reaction SMILES: C([O:4][C:5]1[CH:19]=[C:18]([O:20][CH2:21][CH2:22][CH2:23][CH2:24][CH2:25][O:26][C:27]2[CH:32]=[CH:31][C:30]([C:33]#[N:34])=[CH:29][CH:28]=2)[CH:17]=[CH:16][C:6]=1[C:7]([N:9]([CH:13]([CH3:15])[CH3:14])[CH:10]([CH3:12])[CH3:11])=[O:8])(=O)C.[OH-].[Na+]>C(O)C>[C:33]([C:30]1[CH:29]=[CH:28][C:27]([O:26][CH2:25][CH2:24][CH2:23][CH2:22][CH2:21][O:20][C:18]2[CH:17]=[CH:16][C:6]([C:7]([N:9]([CH:13]([CH3:14])[CH3:15])[CH:10]([CH3:12])[CH3:11])=[O:8])=[C:5]([OH:4])[CH:19]=2)=[CH:32][CH:31]=1)#[N:34] |f:1.2|. Procedure details: A stirred solution of 2-acetoxy-4-[5-(4-cyanophenoxy)pentyloxy]-N,N-bis(1-methylethyl)benzamide (10 g, 21.5 mmol) in 250 mL of ethanol is treated with 1N sodium hydroxide solution (25 mL, 25 mmol). After stirring at room temperature for 2 hours, the reaction is concentrated in vacuo. This material is partitioned between ethyl acetate and 1N hydrochloric acid. The organic phase is washed with brine, dried over sodium sulfate, and concentrated in vacuo. The resulting material is purified by chroma... The reactants are O=C(O)c1cccc(-c2cnc3c(c2)N(Cc2cc(Cl)ccc2C(F)(F)F)CCN3)c1, c1ccc2c(C3CCNCC3)c[nH]c2c1. The product is O=C(c1cccc(-c2cnc3c(c2)N(Cc2cc(Cl)ccc2C(F)(F)F)CCN3)c1)N1CCC(c2c[nH]c3ccccc23)CC1. Reaction SMILES: [Cl:1][c:2]1[cH:3][cH:4][c:5]([C:28]([F:29])([F:30])[F:31])[c:6]([CH2:7][N:8]2[c:9]3[c:10]([n:14][cH:15][c:16](-[c:18]4[cH:19][c:20]([C:21](=[O:22])[OH:23])[cH:24][cH:25][cH:26]4)[cH:17]3)[NH:11][CH2:12][CH2:13]2)[cH:27]1.[nH:32]1[cH:33][c:34]([CH:41]2[CH2:42][CH2:43][NH:44][CH2:45][CH2:46]2)[c:35]2[cH:36][cH:37][cH:38][cH:39][c:40]12>>[Cl:1][c:2]1[cH:3][cH:4][c:5]([C:28]([F:29])([F:30])[F:31])[c:6]([CH2:7][N:8]2[c:9]3[c:10]([n:14][cH:15][c:16](-[c:18]4[cH:19][c:20]([C:21](=[O:23])[N:44]5[CH2:43][CH2:42][CH:41]([c:34]6[cH:33][nH:32][c:40]7[c:35]6[cH:36][cH:37][cH:38][cH:39]7)[CH2:46][CH2:45]5)[cH:24][cH:25][cH:26]4)[cH:17]3)[NH:11][CH2:12][CH2:13]2)[cH:27]1. Reactants: O (Water), BrC1C=2C=CC=C(C2C(C2=CC=CC(=C12)Cl)=O)Cl (10-Bromo 1,5-dichloro-9(10H)-anthracenone), C([O-])([O-])=O.[Ca+2] (calcium carbonate), C(C(C)C)O (iso-butanol). The solvent is C1CCOC1 (THF), C1CCOC1 (THF). The product is C(C(C)C)OC1C=2C=CC=C(C2C(C2=CC=CC(=C12)Cl)=O)Cl (10-(iso-Butyloxy) 1,5-dichloro-9(10H)-anthracenone). Reaction SMILES: Br[CH:2]1[C:15]2[C:10](=[CH:11][CH:12]=[CH:13][C:14]=2[Cl:16])[C:9](=[O:17])[C:8]2[C:7]([Cl:18])=[CH:6][CH:5]=[CH:4][C:3]1=2.C(=O)([O-])[O-].[Ca+2].[CH2:24]([OH:28])[CH:25]([CH3:27])[CH3:26].O>C1COCC1>[CH2:24]([O:28][CH:2]1[C:15]2[C:10](=[CH:11][CH:12]=[CH:13][C:14]=2[Cl:16])[C:9](=[O:17])[C:8]2[C:7]([Cl:18])=[CH:6][CH:5]=[CH:4][C:3]1=2)[CH:25]([CH3:27])[CH3:26] |f:1.2|. Reported procedure: To a solution of compound (6) (2.0 mmol) and anhydrous calcium carbonate (0.5 g) in dry THF (20 ml) was added dropwise a solution of an appropriate iso-butanol (10 ml) in dry THF (10 ml) under N2. The reaction mixture was refluxed for 3 hours. Water (250 ml) was added and then extracted with dichloromethane. The combined organic extracts were washed with water, dried (MgSO4), and concentrated. The resulting precipitate was collected by filtration, washed with water and further purified by crysta... The reactants are Cl (hydrochloric acid), NC=1C=CC(=NC1)OCCOC1=C(C(=NC=N1)NS(=O)(=O)C1=CC=C(C=C1)C(C)(C)C)C1=CC=C(C=C1)C (N-{6-{2-(5-aminopyridin-2-yloxy)ethoxy}-5-(4-methylphenyl)pyrimidin-4-yl}-4-tert-butylbenzenesulfonamide), C(C1=CC=CC=C1)(=O)Cl (benzoyl chloride). Run in N1=CC=CC=C1 (pyridine), C(Cl)Cl (methylene chloride). Run at time 2 hour. Product: C(C)(C)(C)C1=CC=C(C=C1)S(=O)(=O)NC1=C(C(=NC=N1)OCCOC1=CC=C(C=N1)NC(C1=CC=CC=C1)=O)C1=CC=C(C=C1)C (N-(6-[2-{6-(4-tert-butylphenylsulfonylamino)-5-(4-methylphenyl)pyrimidin-4-yloxy}ethoxy]pyridin-3-yl)benzamide). Yield: 89.8%. Reaction SMILES: [NH2:1][C:2]1[CH:3]=[CH:4][C:5]([O:8][CH2:9][CH2:10][O:11][C:12]2[N:17]=[CH:16][N:15]=[C:14]([NH:18][S:19]([C:22]3[CH:27]=[CH:26][C:25]([C:28]([CH3:31])([CH3:30])[CH3:29])=[CH:24][CH:23]=3)(=[O:21])=[O:20])[C:13]=2[C:32]2[CH:37]=[CH:36][C:35]([CH3:38])=[CH:34][CH:33]=2)=[N:6][CH:7]=1.[C:39](Cl)(=[O:46])[C:40]1[CH:45]=[CH:44][CH:43]=[CH:42][CH:41]=1.Cl>N1C=CC=CC=1.C(Cl)Cl>[C:28]([C:25]1[CH:26]=[CH:27][C:22]([S:19]([NH:18][C:14]2[N:15]=[CH:16][N:17]=[C:12]([O:11][CH2:10][CH2:9][O:8][C:5]3[N:6]=[CH:7][C:2]([NH:1][C:39](=[O:46])[C:40]4[CH:45]=[CH:44][CH:43]=[CH:42][CH:41]=4)=[CH:3][CH:4]=3)[C:13]=2[C:32]2[CH:37]=[CH:36][C:35]([CH3:38])=[CH:34][CH:33]=2)(=[O:21])=[O:20])=[CH:23][CH:24]=1)([CH3:31])([CH3:30])[CH3:29]. Reported procedure: To a solution of N-{6-{2-(5-aminopyridin-2-yloxy)ethoxy}-5-(4-methylphenyl)pyrimidin-4-yl}-4-tert-butylbenzenesulfonamide (150 mg) in pyridine (2 ml) is added a solution of benzoyl chloride (43 mg) in methylene chloride (0.4 ml), and the mixture is stirred at room temperature for two hours. To the reaction solution is added 10% hydrochloric acid, and the mixture is extracted with ethyl acetate. The ethyl acetate layer is washed, dried and evaporated to remove the solvent. The residue is recrysta... The reactants are CN1C2CCC1CNC2, CCSC1=NC(=O)C(=Cc2ccc3c(cnn3Cc3ccc(Cl)cc3C(F)(F)F)c2)S1. The product is CN1C2CCC1CN(C1=NC(=O)C(=Cc3ccc4c(cnn4Cc4ccc(Cl)cc4C(F)(F)F)c3)S1)C2. Reaction SMILES: [CH3:32][N:33]1[CH:34]2[CH2:35][NH:36][CH2:37][CH:38]1[CH2:39][CH2:40]2.[Cl:1][c:2]1[cH:3][c:4]([C:28]([F:29])([F:30])[F:31])[c:5]([CH2:6][n:7]2[n:8][cH:9][c:10]3[cH:11][c:12]([CH:16]=[C:17]4[C:18](=[O:25])[N:19]=[C:20]([S:22][CH2:23][CH3:24])[S:21]4)[cH:13][cH:14][c:15]23)[cH:26][cH:27]1>>[Cl:1][c:2]1[cH:3][c:4]([C:28]([F:29])([F:30])[F:31])[c:5]([CH2:6][n:7]2[n:8][cH:9][c:10]3[cH:11][c:12]([CH:16]=[C:17]4[C:18](=[O:25])[N:19]=[C:20]([N:36]5[CH2:35][CH:34]6[N:33]([CH3:32])[CH:38]([CH2:37]5)[CH2:39][CH2:40]6)[S:21]4)[cH:13][cH:14][c:15]23)[cH:26][cH:27]1. Starting materials: acid chloride, Cl.N1(CCCCC1)CCOC1=CC=C(C(=O)O)C=C1 (4-(2-piperidinoethoxy)-benzoic acid, hydrochloride), C(C1=CC=CC=C1)(=O)OC=1C=CC2=C(SC(=C2)C2=CC=C(C=C2)OC(C2=CC=CC=C2)=O)C1 (6-benzoyloxy-2-(4-benzoyloxyphenyl)-benzo[b]thiophene). Conditions: time 1.5 hour. Product: Cl.C(C1=CC=CC=C1)(=O)OC=1C=CC2=C(SC(=C2C(C2=CC=C(C=C2)OCCN2CCCCC2)=O)C2=CC=C(C=C2)OC(C2=CC=CC=C2)=O)C1 (6-benzoyloxy-2-(4-benzoyloxyphenyl)-3-[4-(2-piperidinoethoxy)benzoyl]benzo[b]thiophene, hydrochloride). Reaction SMILES: [ClH:1].[N:2]1([CH2:8][CH2:9][O:10][C:11]2[CH:19]=[CH:18][C:14]([C:15]([OH:17])=O)=[CH:13][CH:12]=2)[CH2:7][CH2:6][CH2:5][CH2:4][CH2:3]1.[C:20]([O:28][C:29]1[CH:30]=[CH:31][C:32]2[CH:36]=[C:35]([C:37]3[CH:42]=[CH:41][C:40]([O:43][C:44](=[O:51])[C:45]4[CH:50]=[CH:49][CH:48]=[CH:47][CH:46]=4)=[CH:39][CH:38]=3)[S:34][C:33]=2[CH:52]=1)(=[O:27])[C:21]1[CH:26]=[CH:25][CH:24]=[CH:23][CH:22]=1>>[ClH:1].[C:20]([O:28][C:29]1[CH:30]=[CH:31][C:32]2[C:36]([C:15](=[O:17])[C:14]3[CH:13]=[CH:12][C:11]([O:10][CH2:9][CH2:8][N:2]4[CH2:3][CH2:4][CH2:5][CH2:6][CH2:7]4)=[CH:19][CH:18]=3)=[C:35]([C:37]3[CH:42]=[CH:41][C:40]([O:43][C:44](=[O:51])[C:45]4[CH:46]=[CH:47][CH:48]=[CH:49][CH:50]=4)=[CH:39][CH:38]=3)[S:34][C:33]=2[CH:52]=1)(=[O:27])[C:21]1[CH:22]=[CH:23][CH:24]=[CH:25][CH:26]=1 |f:0.1,3.4|. Procedure: The process of this example was run as was the process of Example 1, starting with the acid chloride formed from 18.9 g. of 4-(2-piperidinoethoxy)-benzoic acid, hydrochloride, and 20 g. of 6-benzoyloxy-2-(4-benzoyloxyphenyl)-benzo[b]thiophene. The reaction mixture was stirred for 1.5 hours, and was then worked up as described in Example 1 to obtain the desired product as an oil. A small portion of the crude product was crystallized from denatured ethanol to provide an analytical sample, m.p. 230... Starting materials: [O-]S(=O)(=O)C(F)(F)F (triflate), C(C)(C)(C)OC([C@@H](NC([C@H]1N(CCC1)S(=O)(=O)C1=CC=C(C=C1)C)=O)CC1=CC=C(C=C1)O)=O (N-(Toluene-4-sulfonyl)-L-prolyl-L-tyrosine tert-butyl ester), dipeptide, tetrakis(triphenylhosphine)palladium(0), C([O-])([O-])=O.[K+].[K+] (potassium carbonate), C1(=CC=CC=C1)B(O)O (phenylboronic acid). RXN SMILES: [O-]S(C(F)(F)F)(=O)=O.[C:9]([O:13][C:14](=[O:42])[C@H:15]([CH2:34][C:35]1[CH:40]=[CH:39][C:38](O)=[CH:37][CH:36]=1)[NH:16][C:17](=[O:33])[C@@H:18]1[CH2:22][CH2:21][CH2:20][N:19]1[S:23]([C:26]1[CH:31]=[CH:30][C:29]([CH3:32])=[CH:28][CH:27]=1)(=[O:25])=[O:24])([CH3:12])([CH3:11])[CH3:10].C(=O)([O-])[O-].[K+].[K+].[C:49]1(B(O)O)[CH:54]=[CH:53][CH:52]=[CH:51][CH:50]=1>C(OCC)(=O)C.C1(C)C=CC=CC=1>[C:9]([O:13][C:14](=[O:42])[C@H:15]([CH2:34][C:35]1[CH:36]=[CH:37][C:38]([C:49]2[CH:54]=[CH:53][CH:52]=[CH:51][CH:50]=2)=[CH:39][CH:40]=1)[NH:16][C:17](=[O:33])[C@@H:18]1[CH2:22][CH2:21][CH2:20][N:19]1[S:23]([C:26]1[CH:27]=[CH:28][C:29]([CH3:32])=[CH:30][CH:31]=1)(=[O:25])=[O:24])([CH3:10])([CH3:12])[CH3:11] |f:2.3.4|. Product: C(C)(C)(C)OC([C@@H](NC([C@H]1N(CCC1)S(=O)(=O)C1=CC=C(C=C1)C)=O)CC1=CC=C(C=C1)C1=CC=CC=C1)=O (N-(Toluene-4-sulfonyl)-L-prolyl-(4-phenyl)-L-phenylalanine tert-Butyl Ester). The solvent is C(C)(=O)OCC (Ethyl acetate), C1(=CC=CC=C1)C (toluene). Reported procedure: The title compound was prepared from the corresponding triflate (which was prepared from (N-(Toluene-4-sulfonyl)-L-prolyl-L-tyrosine tert-butyl ester as taught by Tilley and coworkers, J. Org. Chem., 55, 906, 1990). The dipeptide (505 mg, 0.8 mmol.), a catalytic amount of tetrakis(triphenylhosphine)palladium(0), potassium carbonate (201 mg, 1.5 eq.), phenylboronic acid (199 mg, 2.0 eq.), and 15 mL of toluene were refluxed for 10 hours with stirring. Ethyl acetate was added and the organic layer ... Starting materials: CCNc1cnc2[nH]ccc2c1, CCN(C(C)C)C(C)C, Cc1noc(-c2cn3ncnc(Cl)c3c2C(C)C)n1, CN(C)C=O. The product is CCN(c1cnc2[nH]ccc2c1)c1ncnn2cc(-c3nc(C)no3)c(C(C)C)c12. Reaction SMILES: [CH2:20]([CH3:21])[NH:22][c:23]1[cH:24][c:25]2[c:26]([n:27][cH:28]1)[nH:29][cH:30][cH:31]2.[CH:32]([N:33]([CH:34]([CH3:35])[CH3:36])[CH2:37][CH3:38])([CH3:39])[CH3:40].[Cl:1][c:2]1[n:3][cH:4][n:5][n:6]2[c:7]1[c:8]([CH:17]([CH3:18])[CH3:19])[c:9](-[c:11]1[n:12][c:13]([CH3:16])[n:14][o:15]1)[cH:10]2.[O:41]=[CH:42][N:43]([CH3:44])[CH3:45]>>[c:2]1([N:22]([CH2:20][CH3:21])[c:23]2[cH:24][c:25]3[c:26]([n:27][cH:28]2)[nH:29][cH:30][cH:31]3)[n:3][cH:4][n:5][n:6]2[c:7]1[c:8]([CH:17]([CH3:18])[CH3:19])[c:9](-[c:11]1[n:12][c:13]([CH3:16])[n:14][o:15]1)[cH:10]2.